From a dataset of the Open Reaction Database (ORD), a public repository of structured organic reaction records. describe an organic reaction: reactants, conditions, products, and yield Starting materials: [N+](=O)([O-])C1=C(C(=O)N)C=CC=C1 (2-Nitrobenzamide), COC(N(C)C)OC (dimethylformamide-dimethylacetal). Run at temperature 100 celsius, time 8 hour. Yields the product CN(C)C=NC(C1=C(C=CC=C1)[N+](=O)[O-])=O (N-[(dimethylamino)methylene]-2-nitrobenzamide). RXN SMILES: [N+:1]([C:4]1[CH:12]=[CH:11][CH:10]=[CH:9][C:5]=1[C:6]([NH2:8])=[O:7])([O-:3])=[O:2].CO[CH:15](OC)[N:16]([CH3:18])[CH3:17]>>[CH3:15][N:16]([CH:18]=[N:8][C:6](=[O:7])[C:5]1[CH:9]=[CH:10][CH:11]=[CH:12][C:4]=1[N+:1]([O-:3])=[O:2])[CH3:17]. Procedure details: 2-Nitrobenzamide (2.5 g, 15 mmol) was dissolved in dimethylformamide-dimethylacetal (10 mL) and heated to 100° C. for 1 hour. Upon cooling, the reaction mixture was placed in a freezer at −23° C. overnight. The white precipitate was collected by filtration and rinsed with hexane to provide N-[(dimethylamino)methylene]-2-nitrobenzamide (3.06 g), which was used without further purification.